This data is from the Open Reaction Database (ORD), a public repository of structured organic reaction records. The task is: describe an organic reaction: reactants, conditions, products, and yield Reactants: FC(C(C)=O)(F)F (trifluoroacetone), NC(=C(C#N)Br)C1=CC=C(C=C1)Cl (β-amino-α-bromo-p-chlorocinnamonitrile), ( E )-. The solvent is C(C)(=O)O (acetic acid), C(C)(=O)O (acetic acid), O (water). Reaction conditions: temperature 100 celsius. Yields the product ClC1=CC=C(C=C1)C=1NC(=CC1C#N)C(F)(F)F (2-(p-Chlorophenyl)-5-(trifluoromethyl)pyrrole-3-carbonitrile). Reaction SMILES: [F:1][C:2]([F:7])([F:6])[C:3](=O)[CH3:4].[NH2:8][C:9]([C:14]1[CH:19]=[CH:18][C:17]([Cl:20])=[CH:16][CH:15]=1)=[C:10](Br)[C:11]#[N:12]>C(O)(=O)C.O>[Cl:20][C:17]1[CH:16]=[CH:15][C:14]([C:9]2[NH:8][C:3]([C:2]([F:7])([F:6])[F:1])=[CH:4][C:10]=2[C:11]#[N:12])=[CH:19][CH:18]=1. Reported procedure: A solution of trifluoroacetone (3.36 g, 2.7 mL,0.03 mol) in acetic acid is added dropwise at 100° C. to a solution of β-amino-α-bromo-p-chlorocinnamonitrile, (E)- or (Z)- (5.15 g, 0.02 mol) in acetic acid over 41/2 hours. The reaction mixture is heated at 100° C. overnight, diluted with water and extracted with ethyl acetate. The combined organic extracts are washed with water, dried over anhydrous Na2SO4 and concentrated in vacuo to obtain a gum. The gum is flash chromatographed using silica ge...